From a dataset of the Open Reaction Database (ORD), a public repository of structured organic reaction records. describe an organic reaction: reactants, conditions, products, and yield Starting materials: ClC1=NC=CC2=C1N=CC(N2)=O (5-chloropyrido[3,4-b]pyrazin-2(1H)-one), P(=O)(Cl)(Cl)Cl (phosphorus oxychloride). Reaction conditions: temperature 110 celsius, time 2 hour. Product: ClC=1N=C2C(=NC1)C(=NC=C2)Cl (2,5-Dichloropyrido[3,4-b]pyrazine). Isolated yield 92.4%. As a reaction SMILES: [Cl:1][C:2]1[C:7]2[N:8]=[CH:9][C:10](=O)[NH:11][C:6]=2[CH:5]=[CH:4][N:3]=1.P(Cl)(Cl)([Cl:15])=O>>[Cl:15][C:10]1[N:11]=[C:6]2[CH:5]=[CH:4][N:3]=[C:2]([Cl:1])[C:7]2=[N:8][CH:9]=1. Procedure details: A suspension of 5-chloropyrido[3,4-b]pyrazin-2(1H)-one (0.57 g, 3.14 mmol) in phosphorus oxychloride (10.24 mL, 110 mmol) was stirred at 110° C. for two hours, and then concentrated. The residue was dissolved in dichloromethane, washed with saturated sodium bicarbonate, dried over anhydrous sodium sulfate, filtered, and concentrated to afford the title compound (580 mg, 2.90 mmol). MS m/z=200 (M+H). Starting materials: ClC1=C(C=C(C=N1)C=1C=CC=2N=CN=C(C2N1)NC1CCN(CC1)C(=O)OC(C)(C)C)NS(=O)(=O)C1=C(C=C(C=C1)F)F (tert-butyl 4-(6-(6-chloro-5-(2,4-difluorophenylsulfonamido)pyridin-3-yl)pyrido[3,2-d]pyrimidin-4-ylamino)piperidine-1-carboxylate), Cl (HCl). Run in C(Cl)Cl (DCM). Conditions: time 4 hour. Product: Cl.ClC1=NC=C(C=C1NS(=O)(=O)C1=C(C=C(C=C1)F)F)C=1C=CC=2N=CN=C(C2N1)NC1CCNCC1 (N-(2-chloro-5-(4-(piperidin-4-ylamino)pyrido[3,2-d]pyrimidin-6-yl)pyridine-3-yl)-2,4-difluorobenzenesulfonamide HCl salt). Reaction SMILES: [Cl:1][C:2]1[N:7]=[CH:6][C:5]([C:8]2[CH:9]=[CH:10][C:11]3[N:12]=[CH:13][N:14]=[C:15]([NH:18][CH:19]4[CH2:24][CH2:23][N:22](C(OC(C)(C)C)=O)[CH2:21][CH2:20]4)[C:16]=3[N:17]=2)=[CH:4][C:3]=1[NH:32][S:33]([C:36]1[CH:41]=[CH:40][C:39]([F:42])=[CH:38][C:37]=1[F:43])(=[O:35])=[O:34].Cl>C(Cl)Cl>[ClH:1].[Cl:1][C:2]1[C:3]([NH:32][S:33]([C:36]2[CH:41]=[CH:40][C:39]([F:42])=[CH:38][C:37]=2[F:43])(=[O:34])=[O:35])=[CH:4][C:5]([C:8]2[CH:9]=[CH:10][C:11]3[N:12]=[CH:13][N:14]=[C:15]([NH:18][CH:19]4[CH2:24][CH2:23][NH:22][CH2:21][CH2:20]4)[C:16]=3[N:17]=2)=[CH:6][N:7]=1 |f:3.4|. Reported procedure: To a solution of tert-butyl 4-(6-(6-chloro-5-(2,4-difluorophenylsulfonamido)pyridin-3-yl)pyrido[3,2-d]pyrimidin-4-ylamino)piperidine-1-carboxylate (12.0 g, 19.0 mmol; prepared as in Example 1, Step B) in DCM (300 mL) was added HCl (4 M in 1,4-dioxane) at 0° C., and the reaction mixture was stirred for 4 h at room temperature. The solvent was removed by evaporation, and the obtained crude N-(2-chloro-5-(4-(piperidin-4-ylamino)pyrido[3,2-d]pyrimidin-6-yl)pyridine-3-yl)-2,4-difluorobenzenesulfonami... Reactants: O=S(=O)(c1ccc(C(CC2CCOCC2)c2ccc(-c3ccc(Br)cn3)[nH]2)cc1)C1CC1, CN(C)C=O, CCOC(C)=O, OCCS. Reaction SMILES: [Br:1][c:2]1[cH:3][cH:4][c:5](-[c:8]2[nH:9][c:10]([CH:13]([CH2:14][CH:15]3[CH2:16][CH2:17][O:18][CH2:19][CH2:20]3)[c:21]3[cH:22][cH:23][c:24]([S:27](=[O:28])(=[O:29])[CH:30]4[CH2:31][CH2:32]4)[cH:25][cH:26]3)[cH:11][cH:12]2)[n:6][cH:7]1.[CH3:37][N:38]([CH3:39])[CH:40]=[O:41].[CH3:42][CH2:43][O:44][C:45](=[O:46])[CH3:47].[OH:33][CH2:34][CH2:35][SH:36]>>[c:2]1([S:36][CH2:35][CH2:34][OH:33])[cH:3][cH:4][c:5](-[c:8]2[nH:9][c:10]([CH:13]([CH2:14][CH:15]3[CH2:16][CH2:17][O:18][CH2:19][CH2:20]3)[c:21]3[cH:22][cH:23][c:24]([S:27](=[O:28])(=[O:29])[CH:30]4[CH2:31][CH2:32]4)[cH:25][cH:26]3)[cH:11][cH:12]2)[n:6][cH:7]1. The product is O=S(=O)(c1ccc(C(CC2CCOCC2)c2ccc(-c3ccc(SCCO)cn3)[nH]2)cc1)C1CC1. Reactants: OCCCC=1C=C(C=CC1)O (3-(3-hydroxypropyl)phenol), C(=O)([O-])[O-].[K+].[K+] (K2CO3), C(C1=CC=CC=C1)Br (benzyl bromide), O (Water). Solvent: CC#N (MeCN). Reaction conditions: temperature 60 celsius, time 16 hour. Product: C(C1=CC=CC=C1)OC=1C=C(C=CC1)CCCO (3-[3-(benzyloxy)phenyl]-1-propanol). Reaction SMILES: [OH:1][CH2:2][CH2:3][CH2:4][C:5]1[CH:6]=[C:7]([OH:11])[CH:8]=[CH:9][CH:10]=1.C([O-])([O-])=O.[K+].[K+].[CH2:18](Br)[C:19]1[CH:24]=[CH:23][CH:22]=[CH:21][CH:20]=1.O>CC#N>[CH2:18]([O:11][C:7]1[CH:6]=[C:5]([CH2:4][CH2:3][CH2:2][OH:1])[CH:10]=[CH:9][CH:8]=1)[C:19]1[CH:24]=[CH:23][CH:22]=[CH:21][CH:20]=1 |f:1.2.3|. Procedure details: To a solution of 3-(3-hydroxypropyl)phenol (1.27 g) in MeCN (12.7 mL) were added K2CO3 (1.73 g) and benzyl bromide (1.05 mL) at ambient temperature and the mixture was stirred at 60° C. for 16 hours. Water (15 mL) was added to the mixture at ambient temperature and the resulting mixture was extracted with EtOAc (20 mL, two times). The organic layer was washed with brine, dried over anhydrous MgSO4, filtered and evaporated in vacuo. The residue was purified by silica gel column chromatography (n-... Reactants: BrCC1COC2=C(O1)C=CC=C2 (2-bromomethyl-1,4-benzodioxane), ClC1=CC2=C(N(C(N2)=O)C2CCNCC2)C=C1 (4-(5-chlorobenzimidazol-2-on-1-yl)-piperidine), [I-].[Na+] (sodium iodide), C(C)(C)OC(C)C (diisopropyl ether). Solvent: CN(C=O)C (dimethylformamide), C(C)N(CC)CC (triethylamine). Conditions: time 2 hour. Yields the product Cl.O1C(COC2=C1C=CC=C2)CN2CCC(CC2)N2C(NC1=C2C=CC(=C1)Cl)=O (1-[(Benzo-1,4-dioxan-2-yl)-methyl]-4-(5-chlorobenzimidazol-2-on-1-yl)-piperidine hydrochloride). As a reaction SMILES: Br[CH2:2][CH:3]1[O:8][C:7]2[CH:9]=[CH:10][CH:11]=[CH:12][C:6]=2[O:5][CH2:4]1.[Cl:13][C:14]1[CH:29]=[CH:28][C:17]2[N:18]([CH:22]3[CH2:27][CH2:26][NH:25][CH2:24][CH2:23]3)[C:19](=[O:21])[NH:20][C:16]=2[CH:15]=1.[I-].[Na+].C(OC(C)C)(C)C>CN(C)C=O.C(N(CC)CC)C>[ClH:13].[O:8]1[C:7]2[CH:9]=[CH:10][CH:11]=[CH:12][C:6]=2[O:5][CH2:4][CH:3]1[CH2:2][N:25]1[CH2:24][CH2:23][CH:22]([N:18]2[C:17]3[CH:28]=[CH:29][C:14]([Cl:13])=[CH:15][C:16]=3[NH:20][C:19]2=[O:21])[CH2:27][CH2:26]1 |f:2.3,7.8|. Procedure: 2.3 g of 2-bromomethyl-1,4-benzodioxane, 2.2 g of 4-(5-chlorobenzimidazol-2-on-1-yl)-piperidine, 1.4 ml of triethylamine and 0.3 g of sodium iodide were stirred in 25 ml of dry dimethylformamide at room temperature for 60 hours and the mixture was then poured onto water; diisopropyl ether was added and the mixture was stirred vigorously for 2 hours. The product which had precipitated was filtered off with suction, washed with water and diisopropyl ether and dried; the free base thus obtained has... The reactants are C(C)(=O)OCCC(O)C=1SC(=CC1)C1=NC=C(C(=N1)NC1=NNC(=C1)C1CC1)C#C (3-(5-(4-(5-cyclopropyl-1H-pyrazol-3-ylamino)-5-ethynylpyrimidin-2-yl)thiophen-2-yl)-3-hydroxypropyl acetate), NNaOH, O (H2O). Run in CO (MeOH). Conditions: time 1 hour. Yields the product C1(CC1)C1=CC(=NN1)NC1=NC(=NC=C1C#C)C1=CC=C(S1)C(CCO)O (1-(5-(4-(5-cyclopropyl-1H-pyrazol-3-ylamino)-5-ethynylpyrimidin-2-yl)thiophen-2-yl)propane-1,3-diol). Isolated yield 71.3%. RXN SMILES: C([O:4][CH2:5][CH2:6][CH:7]([C:9]1[S:10][C:11]([C:14]2[N:19]=[C:18]([NH:20][C:21]3[CH:25]=[C:24]([CH:26]4[CH2:28][CH2:27]4)[NH:23][N:22]=3)[C:17]([C:29]#[CH:30])=[CH:16][N:15]=2)=[CH:12][CH:13]=1)[OH:8])(=O)C.O>CO>[CH:26]1([C:24]2[NH:23][N:22]=[C:21]([NH:20][C:18]3[C:17]([C:29]#[CH:30])=[CH:16][N:15]=[C:14]([C:11]4[S:10][C:9]([CH:7]([OH:8])[CH2:6][CH2:5][OH:4])=[CH:13][CH:12]=4)[N:19]=3)[CH:25]=2)[CH2:28][CH2:27]1. Procedure: A solution of 3-(5-(4-(5-cyclopropyl-1H-pyrazol-3-ylamino)-5-ethynylpyrimidin-2-yl)thiophen-2-yl)-3-hydroxypropyl acetate C-243 (390 mg, 0.92 mmol, 1.0 equiv.) in MeOH (10 mL) was stirred at 23° C., 1 NNaOH was added until the PH of the solution reached 11˜12. After 1 hour, H2O (20 mL) and 1 NHCl were added until the PH of the solution reached 3-4. The reaction mixture was extracted with THF and washed with water, brine, dried and evaporated. The crude product was crystallized with THF/isopropyl...